Dataset: the Open Reaction Database (ORD), a public repository of structured organic reaction records. Task: describe an organic reaction: reactants, conditions, products, and yield Reactants: solution, C(CCC)[Li] (n-butyllithium), ClC1=CC=C(C=C1)C(C(=CF)F)C(C)C (3-(p-chlorophenyl)-1,2-difluoro-4-methyl-1-pentene), solution, Cl (hydrochloric acid), C1(=CC=CC=C1)OC=1C=C(C=CC1)CBr (α-bromo-m-tolyl phenyl ether). Reagents/catalysts: C=1C=CC(=CC1)[P](C=2C=CC=CC2)(C=3C=CC=CC3)[Pd]([P](C=4C=CC=CC4)(C=5C=CC=CC5)C=6C=CC=CC6)([P](C=7C=CC=CC7)(C=8C=CC=CC8)C=9C=CC=CC9)[P](C=1C=CC=CC1)(C=1C=CC=CC1)C=1C=CC=CC1 (tetrakis(triphenylphosphine)palladium(0)), [Cl-].[Zn+2].[Cl-] (zinc chloride). The solvent is CCCCCC (hexane), O1CCCC1 (tetrahydrofuran), O (water), O1CCCC1 (tetrahydrofuran), O1CCCC1 (tetrahydrofuran), CCCCC (pentane), O1CCCC1 (tetrahydrofuran). Conditions: temperature -60 celsius, time 1 hour. Yields the product ClC1=CC=C(C=C1)C(C(=C(CC1=CC(=CC=C1)OC1=CC=CC=C1)F)F)C(C)C (4-(p-Chlorophenyl)-2,3-difluoro-5-methyl-1-(m-phenoxyphenyl)-2-hexene), oil. RXN SMILES: [Cl:1][C:2]1[CH:7]=[CH:6][C:5]([CH:8]([CH:13]([CH3:15])[CH3:14])[C:9]([F:12])=[CH:10][F:11])=[CH:4][CH:3]=1.C([Li])CCC.[C:21]1([O:27][C:28]2[CH:29]=[C:30]([CH2:34]Br)[CH:31]=[CH:32][CH:33]=2)[CH:26]=[CH:25][CH:24]=[CH:23][CH:22]=1.Cl>O1CCCC1.CCCCCC.O.[Cl-].[Zn+2].[Cl-].C1C=CC([P]([Pd]([P](C2C=CC=CC=2)(C2C=CC=CC=2)C2C=CC=CC=2)([P](C2C=CC=CC=2)(C2C=CC=CC=2)C2C=CC=CC=2)[P](C2C=CC=CC=2)(C2C=CC=CC=2)C2C=CC=CC=2)(C2C=CC=CC=2)C2C=CC=CC=2)=CC=1.CCCCC>[Cl:1][C:2]1[CH:3]=[CH:4][C:5]([CH:8]([CH:13]([CH3:15])[CH3:14])[C:9]([F:12])=[C:10]([F:11])[CH2:34][C:30]2[CH:31]=[CH:32][CH:33]=[C:28]([O:27][C:21]3[CH:26]=[CH:25][CH:24]=[CH:23][CH:22]=3)[CH:29]=2)=[CH:6][CH:7]=1 |f:7.8.9,^1:55,57,76,95|. Procedure details: A solution of 3-(p-chlorophenyl)-1,2-difluoro-4-methyl-1-pentene (0.69 g, 0.003 mol) in tetrahydrofuran is cooled to −70° C., treated with a 2.5 M solution of n-butyllithium in hexane (1.2 mL), stirred at −60° C. for 1 hour, treated with a 0.5 M solution of zinc chloride in tetrahydrofuran (6 mL), stirred at −60° C. for 1 hour, treated sequentially with a solution of tetrakis(triphenylphosphine)palladium(0) (0.081 g) in tetrahydrofuran and a solution of α-bromo-m-tolyl phenyl ether (0.789 g, 0.0...